The task is: describe an organic reaction: reactants, conditions, products, and yield. This data is from the Open Reaction Database (ORD), a public repository of structured organic reaction records. Reactants: ClC=1C=C(C(=C(C(=O)OC)C1)C)NC1CCOCC1 (methyl 5-chloro-2-methyl-3-((tetrahydro-2H-pyran-4-yl)amino)benzoate), C([O-])([O-])=O.[Cs+].[Cs+] (cesium carbonate), CI (methyl iodide). The solvent is C(C)#N (acetonitrile). Run at temperature 80 celsius. The product is ClC=1C=C(C(=C(C(=O)OC)C1)C)N(C1CCOCC1)C (methyl 5-chloro-2-methyl-3-(methyl(tetrahydro-2H-pyran-4-yl)amino)benzoate). The yield is 65.2%. RXN SMILES: [Cl:1][C:2]1[CH:3]=[C:4]([NH:13][CH:14]2[CH2:19][CH2:18][O:17][CH2:16][CH2:15]2)[C:5]([CH3:12])=[C:6]([CH:11]=1)[C:7]([O:9][CH3:10])=[O:8].[C:20](=O)([O-])[O-].[Cs+].[Cs+].CI>C(#N)C>[Cl:1][C:2]1[CH:3]=[C:4]([N:13]([CH3:20])[CH:14]2[CH2:19][CH2:18][O:17][CH2:16][CH2:15]2)[C:5]([CH3:12])=[C:6]([CH:11]=1)[C:7]([O:9][CH3:10])=[O:8] |f:1.2.3|. Procedure details: To a stirred solution of methyl 5-chloro-2-methyl-3-((tetrahydro-2H-pyran-4-yl)amino)benzoate (700 mg, 2.473 mmol) in acetonitrile (10 mL), cesium carbonate (1.61 g, 4.946 mmol) and methyl iodide (1.82 g, 0.8 ml, 12.36 mmol) were added; resulting reaction mass was heated at 80° C. for 13 h. On completion, reaction mass was cooled to room temperature and filtered, residue was washed with ethyl acetate and filtrate was concentrated and then purified by column chromatography to afford desired compo... Reactants: CS(=O)(=O)OCCCC#Cc1ccc2c(ccn2-c2ccc(Br)cc2)c1, CCOC(C)=O, CCO, CCCCCC. The product is CS(=O)(=O)OCCCCCc1ccc2c(ccn2-c2ccc(Br)cc2)c1. Reaction SMILES: [Br:1][c:2]1[cH:3][cH:4][c:5](-[n:8]2[cH:9][cH:10][c:11]3[cH:12][c:13]([C:17]#[C:18][CH2:19][CH2:20][CH2:21][O:22][S:23](=[O:24])(=[O:25])[CH3:26])[cH:14][cH:15][c:16]23)[cH:6][cH:7]1.[CH3:27][CH2:28][O:29][C:30]([CH3:31])=[O:32].[CH3:33][CH2:34][OH:35].[CH3:36][CH2:37][CH2:38][CH2:39][CH2:40][CH3:41]>>[Br:1][c:2]1[cH:3][cH:4][c:5](-[n:8]2[cH:9][cH:10][c:11]3[cH:12][c:13]([CH2:17][CH2:18][CH2:19][CH2:20][CH2:21][O:22][S:23](=[O:24])(=[O:25])[CH3:26])[cH:14][cH:15][c:16]23)[cH:6][cH:7]1. Starting materials: O=C1C2=CC=CC=C2S(C=2C=C(C=CC12)C(=O)N1CC2=C(CC1)C=CO2)(=O)=O (6-(9,10,10-trioxo-9,10-dihydro-10λ6 -thioxanthene-3-carbonyl)-4,5,6,7-tetrahydrofuro[2,3-c]pyridine), CNC (dimethylamine), C=O (formaldehyde), CNC (dimethylamine), C=O (formaldehyde). Run in C(C)(=O)O (acetic acid). Conditions: temperature 100 celsius, time 60 minute. Yields the product CN(C)CC1=CC2=C(CN(CC2)C(=O)C=2C=CC=3C(C4=CC=CC=C4S(C3C2)(=O)=O)=O)O1 (N,N-dimethyl-[6-(9,10,10-trioxo-9,10-dihydro-10λ6 -thioxanthene-3-carbonyl)-4,5,6,7-tetrahydrofuro[2,3-c]pyridin-2-ylmethyl]amine). As a reaction SMILES: [O:1]=[C:2]1[C:15]2[CH:14]=[CH:13][C:12]([C:16]([N:18]3[CH2:23][CH2:22][C:21]4[CH:24]=[CH:25][O:26][C:20]=4[CH2:19]3)=[O:17])=[CH:11][C:10]=2[S:9](=[O:28])(=[O:27])[C:8]2[C:3]1=[CH:4][CH:5]=[CH:6][CH:7]=2.[CH3:29][NH:30][CH3:31].[CH2:32]=O>C(O)(=O)C>[CH3:29][N:30]([CH2:32][C:25]1[O:26][C:20]2[CH2:19][N:18]([C:16]([C:12]3[CH:13]=[CH:14][C:15]4[C:2](=[O:1])[C:3]5[C:8]([S:9](=[O:28])(=[O:27])[C:10]=4[CH:11]=3)=[CH:7][CH:6]=[CH:5][CH:4]=5)=[O:17])[CH2:23][CH2:22][C:21]=2[CH:24]=1)[CH3:31]. Reported procedure: To a solution of 0.240 g (0.610 mmol) of 6-(9,10,10-trioxo-9,10-dihydro-10λ6 -thioxanthene-3-carbonyl)-4,5,6,7-tetrahydrofuro[2,3-c]pyridine in 20 ml of acetic acid, 0.083 ml (0.92 mmol) of 50% aqueous dimethylamine and 0.075 ml (0.92 mmol) of 37% aqueous formaldehyde were added, followed by stirring at 100° C. for 60 minutes. Additionally, 0.083 ml (0.92 mmol) of 50% aqueous dimethylamine and 0.075 ml (0.92 mmol) of 37% aqueous formaldehyde were added, followed by stirring at 100° C. for 60 min... The reactants are [H-].[Na+] (sodium hydride), C(C)(C)(C)C1=C(C=C(C=C1O[SiH](C)C)CBr)N1N=C2C(=N1)C=CC=C2 (2-(2′-tert-butyl-di-metylsilyloxy-5′-bromomethylphenyl)benzotriazole), CN1C(CC(CC1(C)C)O)(C)C (1,2,2,6,6-pentarnethyl-4-piperidinol). Run in one, CN(C=O)C (DMF), CN(C=O)C (dimethylformamide). Run at temperature 6 celsius. The product is product 2-[, N1N=NC2=C1C=CC=C2 (benzotriazole). RXN SMILES: C(C1C(O[SiH](C)C)=CC(CBr)=CC=1[N:17]1[N:21]=[C:20]2[CH:22]=[CH:23][CH:24]=[CH:25][C:19]2=[N:18]1)(C)(C)C.CN1C(C)(C)CC(O)CC1(C)C.[H-].[Na+]>CN(C)C=O>[NH:18]1[C:19]2[CH:25]=[CH:24][CH:23]=[CH:22][C:20]=2[N:21]=[N:17]1 |f:2.3|. Procedure details: This compound was synthesized strictly under dry and inert reaction conditions. The compound 2-(2′-tert-butyl-di-metylsilyloxy-5′-bromomethylphenyl)benzotriazole (2.1 gms, 0.00501 M) was taken in one 25 mL capacity RB and dissolved in 8 mL dry dimethylformamide (DMF) under Argon atmosphere with stirring. In another two-necked RB, 1,2,2,6,6-pentarnethyl-4-piperidinol (1.0356 gm, 0.00601 M) and sodium hydride (0.3 gms, 0.01252 M) were taken and dissolved in 6 mL dry DMF with stirring under Argon a... The reactants are CC(C)c1ccc(C(C)C)c(Br)c1, ClC(Cl)(Cl)Cl, O=S(=O)(O)Cl. Product: CC(C)c1cc(S(=O)(=O)Cl)c(C(C)C)cc1Br. Reaction SMILES: [Br:1][c:2]1[c:3]([CH:11]([CH3:12])[CH3:13])[cH:4][cH:5][c:6]([CH:8]([CH3:9])[CH3:10])[cH:7]1.[C:19]([Cl:20])([Cl:21])([Cl:22])[Cl:23].[Cl:14][S:15](=[O:16])(=[O:17])[OH:18]>>[Br:1][c:2]1[c:3]([CH:11]([CH3:12])[CH3:13])[cH:4][c:5]([S:15]([Cl:14])(=[O:16])=[O:17])[c:6]([CH:8]([CH3:9])[CH3:10])[cH:7]1. Reactants: CC([C@@H](C(=O)OCC1=CC=CC=C1)NC(=O)[C@@H](CC(=O)OC(C)(C)C)C\C=C\C1=CC(=C(C=C1)C1=CC=CC=C1)C)(C)C (tert-butyl (3R,5E)-3-({[(1S)-2,2-dimethyl-1-(benzyloxycarbonyl)propyl]amino}carbonyl)-6-[3-methyl-(4-phenyl)phenyl]hex-5-enoate). The reagents and catalysts are [Pd] (palladium on charcoal). The solvent is C(C)O.O (ethanol water). Yields the product CC([C@@H](C(=O)O)NC(=O)[C@@H](CC(=O)OC(C)(C)C)CCCC1=CC(=C(C=C1)C1=CC=CC=C1)C)(C)C (tert-butyl (3R)-3-({[(1S)-2,2-dimethyl-1-(carboxy)propyl]amino}carbonyl)-6-[3-methyl-(4-phenyl)phenyl]hexanoate). Isolated yield 97.0%. RXN SMILES: [CH3:1][C:2]([CH3:43])([CH3:42])[C@H:3]([NH:14][C:15]([C@H:17]([CH2:26]/[CH:27]=[CH:28]/[C:29]1[CH:34]=[CH:33][C:32]([C:35]2[CH:40]=[CH:39][CH:38]=[CH:37][CH:36]=2)=[C:31]([CH3:41])[CH:30]=1)[CH2:18][C:19]([O:21][C:22]([CH3:25])([CH3:24])[CH3:23])=[O:20])=[O:16])[C:4]([O:6]CC1C=CC=CC=1)=[O:5]>C(O)C.O.[Pd]>[CH3:1][C:2]([CH3:43])([CH3:42])[C@H:3]([NH:14][C:15]([C@H:17]([CH2:26][CH2:27][CH2:28][C:29]1[CH:34]=[CH:33][C:32]([C:35]2[CH:40]=[CH:39][CH:38]=[CH:37][CH:36]=2)=[C:31]([CH3:41])[CH:30]=1)[CH2:18][C:19]([O:21][C:22]([CH3:23])([CH3:24])[CH3:25])=[O:20])=[O:16])[C:4]([OH:6])=[O:5] |f:1.2|. Procedure details: A solution of tert-butyl (3R,5E)-3-({[(1S)-2,2-dimethyl-1-(benzyloxycarbonyl)propyl]amino}carbonyl)-6-[3-methyl-(4-phenyl)phenyl]hex-5-enoate (2.205 g, 3.78 mmol) in ethanol/water=10:1 (44 mL) was hydrogenated over 10% palladium on charcoal at 3 bar and room temperature for 6 h. The mixture was filtered through Arbocel filter aid, washing well with ethanol. The filtrate was concentrated under reduced pressure. The residue was dissolved in toluene and evaporated (three times), dissolved in ether ... Run at time 8 hour. Procedure: Cyclopropyl amine (0.275 mmole) was dissolved in THF (2 ml) and thiocarbonyl diimidazole (0.28 mmole) was added. The reaction was stirred at room temperature overnight and N2-(4-Amino-phenyl)-5-bromo-N4-[2-(3H-imidazol-4-yl)-ethyl]-pyrimidine-2,4-diamine (0.26 mmole) was added as a solution in THF (3 ml) and DMF (1 ml) and the reaction was stirred overnight. After removal of the solvents under reduced pressure the crude product was purified by flashmaster chromatography (dichloromethane: MeOH 9:... Reaction SMILES: [CH:1]1([NH2:4])[CH2:3][CH2:2]1.[C:5](C1NC=CN=1)(C1NC=CN=1)=[S:6].[NH2:17][C:18]1[CH:23]=[CH:22][C:21]([NH:24][C:25]2[N:30]=[C:29]([NH:31][CH2:32][CH2:33][C:34]3[NH:35][CH:36]=[N:37][CH:38]=3)[C:28]([Br:39])=[CH:27][N:26]=2)=[CH:20][CH:19]=1.CN(C=O)C>C1COCC1>[Br:39][C:28]1[C:29]([NH:31][CH2:32][CH2:33][C:34]2[NH:35][CH:36]=[N:37][CH:38]=2)=[N:30][C:25]([NH:24][C:21]2[CH:20]=[CH:19][C:18]([NH:17][C:5]([NH:4][CH:1]3[CH2:3][CH2:2]3)=[S:6])=[CH:23][CH:22]=2)=[N:26][CH:27]=1. Reactants: NC1=CC=C(C=C1)NC1=NC=C(C(=N1)NCCC=1NC=NC1)Br (N2-(4-Amino-phenyl)-5-bromo-N4-[2-(3H-imidazol-4-yl)-ethyl]-pyrimidine-2,4-diamine), CN(C)C=O (DMF), C1(CC1)N (Cyclopropyl amine), C(=S)(C=1NC=CN1)C=1NC=CN1 (thiocarbonyl diimidazole). Isolated yield 10.2%. The product is BrC=1C(=NC(=NC1)NC1=CC=C(C=C1)NC(=S)NC1CC1)NCCC=1NC=NC1 (1-(4-{5-Bromo-4-[2-(3H-imidazol-4-yl)-ethylamino]-pyrimidin-2-ylamino}-phenyl)-3-cyclopropyl-thiourea). Solvent: C1CCOC1 (THF), C1CCOC1 (THF).